Dataset: the Open Reaction Database (ORD), a public repository of structured organic reaction records. Task: describe an organic reaction: reactants, conditions, products, and yield Reactants: FC=1C=C(C=O)C=C(C1)F (3,5-difluorobenzaldehyde), C(Br)(Br)Br (bromoform), CO (methanol), [OH-].[K+] (KOH). Run in O (water), [Cl-].[Na+].O (brine). Reaction conditions: time 8 hour. Yields the product FC=1C=C(C=C(C1)F)C(C(=O)O)OC (3,5-Difluorophenyl-α-methoxyacetic Acid). Reaction SMILES: [F:1][C:2]1[CH:3]=[C:4]([CH:7]=[C:8]([F:10])[CH:9]=1)[CH:5]=[O:6].[CH:11](Br)(Br)Br.[OH-:15].[K+].[CH3:17][OH:18]>O.[Cl-].[Na+].O>[F:1][C:2]1[CH:3]=[C:4]([CH:5]([O:6][CH3:11])[C:17]([OH:18])=[O:15])[CH:7]=[C:8]([F:10])[CH:9]=1 |f:2.3,6.7.8|. Reported procedure: The title compound was prepared according to the general procedure in Reeve, et al, J.A.C.S., 83 :2755 (1961). A solution of 3,5-difluorobenzaldehyde (Aldrich) and bromoform (1.2 eq.) In methanol was cooled to −5° C. and treated dropwise with methanolic KOH. The reaction temperature was held below 6 C during the addition. The mixture was slowly warmed to room temperature and stirred overnight. The suspension was diluted with water and 50% saturated aqueous brine. The mixture was extracted with e... Reactants: N1=C(C=CC2=CC=CC=C12)COC1=CC=C(C=C1)O (4-((quinolin-2-yl)methyloxy)phenol), ClCC1=C(CCl)C=CC=C1 (2-chloromethylbenzyl chloride), C(=O)([O-])[O-].[K+].[K+] (K2CO3), 1--acetone, ice water. Solvent: 8, CN(C)C=O (DMF). Yields the product N1=C(C=CC2=CC=CC=C12)COC1=CC=C(OCC2=C(CCl)C=CC=C2)C=C1 (2-(4-((quinolin-2-yl)methyloxy)phenoxymethyl)benzyl chloride). RXN SMILES: [N:1]1[C:10]2[C:5](=[CH:6][CH:7]=[CH:8][CH:9]=2)[CH:4]=[CH:3][C:2]=1[CH2:11][O:12][C:13]1[CH:18]=[CH:17][C:16]([OH:19])=[CH:15][CH:14]=1.[Cl:20][CH2:21][C:22]1[CH:29]=[CH:28][CH:27]=[CH:26][C:23]=1[CH2:24]Cl.C([O-])([O-])=O.[K+].[K+]>CN(C=O)C>[N:1]1[C:10]2[C:5](=[CH:6][CH:7]=[CH:8][CH:9]=2)[CH:4]=[CH:3][C:2]=1[CH2:11][O:12][C:13]1[CH:14]=[CH:15][C:16]([O:19][CH2:24][C:23]2[CH:26]=[CH:27][CH:28]=[CH:29][C:22]=2[CH2:21][Cl:20])=[CH:17][CH:18]=1 |f:2.3.4|. Reported procedure: A solution of (10.11 mmol) of 4-((quinolin-2-yl)methyloxy)phenol, (30.33 mmol, 3 equiv.) of 2-chloromethylbenzyl chloride and 4.2 g (30.33 mmol, 3 equiv) of K2CO3 in 100 mL of 8:1--acetone:DMF is refluxed for 24 hrs. The mixture is poured into ice-water and allowed to stand for 11/2 hours. The precipitate that forms is filtered off, redissolved in EtOAc, dried, and concentrated in vacuo. The crude product is filtered by flash column chromatography to afford 2-(4-((quinolin-2-yl)methyloxy)phenoxy... Reported procedure: Using the procedure described in Preparation 7 but utilizing 184.4 g. (1.38 equivs.) of the polymethylene polyphenyl polyisocyanate, 7.97 g. (0.052 mole) of phosphoryl chloride and 9.67 g. (0.052 mole) of lauryl alcohol, there was obtained a solution of predominantly lauryl dichlorophosphate in polymethylene polyphenyl polyisocyanate which was used, without further treatment, in the preparation of a particle board as described in Example 1. Reaction SMILES: P(Cl)(Cl)(Cl)=O.P(Cl)(Cl)([O:8][CH2:9][CH2:10][CH2:11][CH2:12][CH2:13][CH2:14][CH2:15][CH2:16][CH2:17][CH2:18][CH2:19][CH3:20])=O>>[CH2:9]([OH:8])[CH2:10][CH2:11][CH2:12][CH2:13][CH2:14][CH2:15][CH2:16][CH2:17][CH2:18][CH2:19][CH3:20]. The product is C(CCCCCCCCCCC)O (lauryl alcohol). Starting materials: polyisocyanate, P(=O)(Cl)(Cl)Cl (phosphoryl chloride), P(=O)(OCCCCCCCCCCCC)(Cl)Cl (lauryl dichlorophosphate), polyisocyanate. The reactants are CC(C)(C)OC(=O)Cn1c(=O)n(-c2ccncn2)c2ccccc21, CC(C)(C)OC(=O)Cn1c(=O)[nH]c2ccccc21. Yields the product O=C(O)Cn1c(=O)n(-c2ccncn2)c2ccccc21. RXN SMILES: [O:19]=[c:20]1[n:21](-[c:37]2[n:38][cH:39][n:40][cH:41][cH:42]2)[c:22]2[c:23]([n:24]1[CH2:25][C:26](=[O:27])[O:28][C:29]([CH3:30])([CH3:31])[CH3:32])[cH:33][cH:34][cH:35][cH:36]2.[O:1]=[c:2]1[n:3]([CH2:4][C:5]([O:6][C:7]([CH3:8])([CH3:9])[CH3:10])=[O:11])[c:12]2[cH:13][cH:14][cH:15][cH:16][c:17]2[nH:18]1>>[O:19]=[c:20]1[n:21](-[c:37]2[n:38][cH:39][n:40][cH:41][cH:42]2)[c:22]2[c:23]([n:24]1[CH2:25][C:26](=[O:27])[OH:28])[cH:33][cH:34][cH:35][cH:36]2. Reactants: C1(\C=C/C(=O)O1)=O (maleic anhydride), [Ce] (cerium), oxidise n-butane. Product: C1(\C=C/C(=O)O1)=O (maleic anhydride), CCCC (n-butane). As a reaction SMILES: [Ce].[C:2]1(=[O:8])[O:7][C:5](=[O:6])[CH:4]=[CH:3]1>>[C:5]1(=[O:6])[O:7][C:2](=[O:8])[CH:3]=[CH:4]1.[CH3:2][CH2:3][CH2:4][CH3:5]. Procedure details: The catalyst promoted with cerium (V:Ce atomic ratio=1:0.005) prepared and calcined as stated in Example 4 was used to oxidise n-butane to maleic anhydride under "fuel lean" conditions. The crystallite size of the catalyst precursor after ball milling was about 300 A. After 183 hours time on line with a feed concentration of n-butane of 1.5 mole % in air at a reactor temperature of 420° C. at a GHSV of 3100 hr-1 the catalyst gave a 49 mole % pass yield of maleic anhydride at an n-butane conversi...